This data is from the Open Reaction Database (ORD), a public repository of structured organic reaction records. The task is: describe an organic reaction: reactants, conditions, products, and yield Reactants: C1(=CC=C(C=C1)S(=O)(=O)O)C (p-toluene sulfonic acid), BrC1=C(C=O)C=CC(=C1)F (2-bromo4-fluoro-benzaldehyde), BrC1=C(C=CC(=C1)F)C (2-bromo-4-fluoro-toluene), C(C)OC(OCC)OCC (triethylorthoformate), III. Reaction conditions: time 2.25 hour. Product: C(C)OC(C1=C(C=C(C=C1)F)Br)OCC (2-bromo4-fluoro-benzaldehyde diethyl acetal). Reaction SMILES: [Br:1][C:2]1[CH:9]=[C:8]([F:10])[CH:7]=[CH:6][C:3]=1C=O.BrC1C=C(F)C=CC=1C.C(O[CH:23]([O:27][CH2:28][CH3:29])[O:24][CH2:25][CH3:26])C.C1(C)C=CC(S(O)(=O)=O)=CC=1>C(O)C.C(=O)([O-])[O-].[Na+].[Na+]>[CH2:28]([O:27][CH:23]([O:24][CH2:25][CH3:26])[C:3]1[CH:6]=[CH:7][C:8]([F:10])=[CH:9][C:2]=1[Br:1])[CH3:29] |f:5.6.7|. The solvent is C(C)O (ethanol), C([O-])([O-])=O.[Na+].[Na+] (sodium carbonate). Reported procedure: To a solution of 6.5 g of 2-bromo4-fluoro-benzaldehyde (prepared by the oxidation of 2-bromo-4-fluoro-toluene by the method reported by V. J. Bauer, B. J. Duffy, D. Hoffman, S. S. Klioze, R. W. Kosley, Jr., A. R. McFadden, L. L. Martin, H. H. Ong and H. M. Geyer III, J. Med. Chem., 1976, 19, 1315) in 25 ml of ethanol was added triethylorthoformate followed by 0.05 g of p-toluene sulfonic acid. The solution was stirred at room temperature for 2.25 h then diluted with 100 ml of a 5% sodium carbona...